From a dataset of the Open Reaction Database (ORD), a public repository of structured organic reaction records. describe an organic reaction: reactants, conditions, products, and yield Reactants: BrC=1N=C(N(C1C1=NC(=NC=C1)NC[C@H](C)NC(OC(C)(C)C)=O)COCC[Si](C)(C)C)C1CCC1 ((S)-tert-butyl 1-(4-(4-bromo-2-cyclobutyl-1-((2-(trimethylsilyl)ethoxy)methyl)-1H-imidazol-5-yl)pyrimidin-2-ylamino)propan-2-ylcarbamate). The solvent is Cl (HCl), CO (MeOH). Conditions: temperature 80 celsius. Product: BrC=1N=C(NC1C1=NC(=NC=C1)NC[C@H](C)N)C1CCC1 ((S)—N1-(4-(4-bromo-2-cyclobutyl-1H-imidazol-5-yl)pyrimidin-2-yl)propane-1,2-diamine). Isolated yield 151.4%. RXN SMILES: [Br:1][C:2]1[N:3]=[C:4]([CH:33]2[CH2:36][CH2:35][CH2:34]2)[N:5](COCC[Si](C)(C)C)[C:6]=1[C:7]1[CH:12]=[CH:11][N:10]=[C:9]([NH:13][CH2:14][C@@H:15]([NH:17]C(=O)OC(C)(C)C)[CH3:16])[N:8]=1>Cl.CO>[Br:1][C:2]1[N:3]=[C:4]([CH:33]2[CH2:36][CH2:35][CH2:34]2)[NH:5][C:6]=1[C:7]1[CH:12]=[CH:11][N:10]=[C:9]([NH:13][CH2:14][C@@H:15]([NH2:17])[CH3:16])[N:8]=1. Procedure: A mixture of ((S)-tert-butyl 1-(4-(4-bromo-2-cyclobutyl-1-((2-(trimethylsilyl)ethoxy)methyl)-1H-imidazol-5-yl)pyrimidin-2-ylamino)propan-2-ylcarbamate (0.27 g, 0.47 mmol) in concentrated HCl (0.14 mL) and MeOH (4 mL) was heated to 80° C. for 5 hours. The reaction mixture was allowed to cool to room temperature and concentrated to a yellow solid to afford the crude (S)—N1-(4-(4-bromo-2-cyclobutyl-1H-imidazol-5-yl)pyrimidin-2-yl)propane-1,2-diamine (0.25 g) as the HCl salt which is used in next st...